This data is from the Open Reaction Database (ORD), a public repository of structured organic reaction records. The task is: describe an organic reaction: reactants, conditions, products, and yield The reactants are O (water), OC1=CC=C(C=C1)C(C#CC)C1C(OC(OC1=O)(C)C)=O (5-[1-(4-hydroxyphenyl)but-2-yn-1-yl]-2,2-dimethyl-1,3-dioxane-4,6-dione), Cl (HCl). Run in C(C)C(=O)CC (diethyl ketone). Yields the product OC1=CC=C(C=C1)C(CC(=O)O)C#CC (3-(4-Hydroxyphenyl)hex-4-ynoic acid). Yield: 100.0%. RXN SMILES: [OH:1][C:2]1[CH:7]=[CH:6][C:5]([CH:8]([CH:12]2C(=O)OC(C)(C)[O:14][C:13]2=[O:21])[C:9]#[C:10][CH3:11])=[CH:4][CH:3]=1.O.Cl>C(C(CC)=O)C>[OH:1][C:2]1[CH:3]=[CH:4][C:5]([CH:8]([C:9]#[C:10][CH3:11])[CH2:12][C:13]([OH:21])=[O:14])=[CH:6][CH:7]=1. Reported procedure: To a 250 mL 3-necked RB flask fitted with magnetic stirrer was charged with 5-[1-(4-hydroxyphenyl)but-2-yn-1-yl]-2,2-dimethyl-1,3-dioxane-4,6-dione (5.8 g, 20.13 mmol) in diethyl ketone was added water (13 mL), the reaction mixture was heated to refluxed for 48 h. The RM was acidified with 1N HCl and extracted with ethyl acetate. The organic layer was washed with water, dried over anhydrous sodium sulphat. Finally removal of solvent under reduced pressure to obtain the product (4.11 g, yield: 10... The reactants are BrC1=CC=C(C=O)C=C1 (4-bromobenzaldehyde), aldehyde, COC(CP(=O)(OCC(F)(F)F)OCC(F)(F)F)=O ([Bis-(2,2,2-trifluoro-ethoxy)-phosphoryl]-acetic acid methyl ester), final mixture. Solvent: C(Cl)Cl (CH2Cl2), C1CCOC1 (THF), [NH4+].[Cl-] (NH4Cl). Reaction conditions: temperature -78 celsius, time 15 minute. Product: COC(\C=C/C1=CC=C(C=C1)Br)=O (Z-3-(4-Bromo-phenyl)-acrylic acid methyl ester). RXN SMILES: [CH3:1][O:2][C:3](=[O:19])[CH2:4]P(OCC(F)(F)F)(OCC(F)(F)F)=O.[Br:20][C:21]1[CH:28]=[CH:27][C:24]([CH:25]=O)=[CH:23][CH:22]=1>C1COCC1.[NH4+].[Cl-].C(Cl)Cl>[CH3:1][O:2][C:3](=[O:19])/[CH:4]=[CH:25]\[C:24]1[CH:27]=[CH:28][C:21]([Br:20])=[CH:22][CH:23]=1 |f:3.4|. Procedure: To a solution of [Bis-(2,2,2-trifluoro-ethoxy)-phosphoryl]-acetic acid methyl ester (1.0 eq.) and 18—C-6 (5.0 eq.) in THF (0.05M) at −78° C. was added dropwise KN(TMS)2 (1.0 eq.). The mixture was stirred at −78° C. for 15 min then 4-bromobenzaldehyde (1.0 eq.) was added. The final mixture stirred for 1 h at −78° C., poured in saturated aqueous NH4Cl and extracted with Et2O (3×). The combined organic extracts were washed with, brine, dried over Na2SO4, filtered and concentrated. Flash chromatogra... The reactants are CCOC(=O)C=Cc1cn(Cc2ccc(OCc3nc(-c4ccccc4)oc3C)cc2)cc1-c1ccccc1, CCO, Cl, [Na+], C1CCOC1, [OH-]. The product is Cc1oc(-c2ccccc2)nc1COc1ccc(Cn2cc(C=CC(=O)O)c(-c3ccccc3)c2)cc1. RXN SMILES: [CH2:1]([CH3:2])[O:3][C:4]([CH:5]=[CH:6][c:7]1[cH:8][n:9]([CH2:18][c:19]2[cH:20][cH:21][c:22]([O:25][CH2:26][c:27]3[n:28][c:29](-[c:33]4[cH:34][cH:35][cH:36][cH:37][cH:38]4)[o:30][c:31]3[CH3:32])[cH:23][cH:24]2)[cH:10][c:11]1-[c:12]1[cH:13][cH:14][cH:15][cH:16][cH:17]1)=[O:39].[CH3:48][CH2:49][OH:50].[ClH:47].[Na+:41].[O:42]1[CH2:43][CH2:44][CH2:45][CH2:46]1.[OH-:40]>>[O:3]=[C:4]([CH:5]=[CH:6][c:7]1[cH:8][n:9]([CH2:18][c:19]2[cH:20][cH:21][c:22]([O:25][CH2:26][c:27]3[n:28][c:29](-[c:33]4[cH:34][cH:35][cH:36][cH:37][cH:38]4)[o:30][c:31]3[CH3:32])[cH:23][cH:24]2)[cH:10][c:11]1-[c:12]1[cH:13][cH:14][cH:15][cH:16][cH:17]1)[OH:39]. Reactants: ClC1=CC=CC=2N1N=C(N2)NC(C2=CC=CC=C2)=O (N-(5-chloro[1,2,4]triazolo[1,5-a]pyridin-2-yl)benzamide), NC1CCN(CC1)C (4-amino-1-methyl-piperidine). Product: CN1CCC(CC1)NC1=CC=CC=2N1N=C(N2)NC(C2=CC=CC=C2)=O (N-{5-[(1-methylpiperidin-4-yl)amino][1,2,4]triazolo[1,5-a]pyridin-2-yl}benzamide). RXN SMILES: Cl[C:2]1[N:7]2[N:8]=[C:9]([NH:11][C:12](=[O:19])[C:13]3[CH:18]=[CH:17][CH:16]=[CH:15][CH:14]=3)[N:10]=[C:6]2[CH:5]=[CH:4][CH:3]=1.[NH2:20][CH:21]1[CH2:26][CH2:25][N:24]([CH3:27])[CH2:23][CH2:22]1>>[CH3:27][N:24]1[CH2:25][CH2:26][CH:21]([NH:20][C:2]2[N:7]3[N:8]=[C:9]([NH:11][C:12](=[O:19])[C:13]4[CH:18]=[CH:17][CH:16]=[CH:15][CH:14]=4)[N:10]=[C:6]3[CH:5]=[CH:4][CH:3]=2)[CH2:22][CH2:23]1. Procedure details: The title compound was prepared following procedure and work up described for example 71 but starting from N-(5-chloro[1,2,4]triazolo[1,5-a]pyridin-2-yl)benzamide ((B3), 100 mg; 0.37 mmol; 1.0 eq.) and 4-amino-1-methyl-piperidine (ABCR, 0.50 mL) as a white powder (59 mg, 46%). 1H NMR (DMSO-d6) δ 10.91 (brs, 1H), 8.00 (d, J=7.2 Hz, 2H), 7.57 (m, 4H), 6.87 (d, J=8.3 Hz, 1H), 6.49 (d, J=8.3 Hz, 1H), 6.29 (d, J=7.9 Hz, 1H), 3.84 (m, 1H), 2.74 (m, 2H), 2.16 (s, 3H), 2.03 (m, 2H), 1.92 (m, 2H), 1.66 (...